From a dataset of the Open Reaction Database (ORD), a public repository of structured organic reaction records. describe an organic reaction: reactants, conditions, products, and yield The reactants are [O-]S(=O)S(=O)[O-].[Na+].[Na+] (Na2S2O4), BrC=1C(=C(C(=NC1)N)[N+](=O)[O-])N1CCN(CC1)CC1=CN=CN1C (5-bromo-4-(4-((1-methyl-1H-imidazol-5-yl)methyl)piperazin-1-yl)-3-nitropyridin-2-amine), CCO (EtOH), C(C1=CC=C(C=C1)OC)=O (p-anisaldehyde). The reagents and catalysts are N (NH3). The solvent is C(Cl)Cl (DCM), CN(C)C=O (DMF). Run at temperature 85 celsius. Yields the product BrC=1C(=C2C(=NC1)NC(=N2)C2=CC=C(C=C2)OC)N2CCN(CC2)CC2=CN=CN2C (6-Bromo-2-(4-methoxyphenyl)-7-(4-((1-methyl-1H-imidazol-5-yl)methyl)piperazin-1-yl)-3H-imidazo[4,5-b]pyridine). RXN SMILES: [Br:1][C:2]1[C:3]([N:12]2[CH2:17][CH2:16][N:15]([CH2:18][C:19]3[N:23]([CH3:24])[CH:22]=[N:21][CH:20]=3)[CH2:14][CH2:13]2)=[C:4]([N+:9]([O-])=O)[C:5]([NH2:8])=[N:6][CH:7]=1.CCO.[CH:28](=O)[C:29]1[CH:34]=[CH:33][C:32]([O:35][CH3:36])=[CH:31][CH:30]=1.[O-]S(S([O-])=O)=O.[Na+].[Na+]>C(Cl)Cl.N.CN(C=O)C>[Br:1][C:2]1[C:3]([N:12]2[CH2:17][CH2:16][N:15]([CH2:18][C:19]3[N:23]([CH3:24])[CH:22]=[N:21][CH:20]=3)[CH2:14][CH2:13]2)=[C:4]2[N:9]=[C:28]([C:29]3[CH:34]=[CH:33][C:32]([O:35][CH3:36])=[CH:31][CH:30]=3)[NH:8][C:5]2=[N:6][CH:7]=1 |f:3.4.5|. Procedure details: To a mixture of 5-bromo-4-(4-((1-methyl-1H-imidazol-5-yl)methyl)piperazin-1-yl)-3-nitropyridin-2-amine (0.030 g, 0.076 mmol, 1 eq), EtOH (1.95 mL) and DMF (0.29 mL), p-anisaldehyde (0.011 g, 0.083 mmol, 1.1 eq) was added followed by a freshly prepared aqueous solution of Na2S2O4 (1M; 0.23 mL, 0.23 mmol). The reaction mixture was heated at 85° C. for 24 h, then allowed to cool to room temperature and diluted with DCM and a few drops of aq NH3 until complete dissolution was observed. This solution... Reactants: NC=1C=C(C=CC1NC1CCCC1)[N+](=O)[O-] (3-amino-4-cyclopentylamino-1-nitrobenzene), N12CCCCCC2=NCCC1 (1,8-diazabicyclo[5.4.0]undec-7-ene), ClC(Cl)(OC(OC(Cl)(Cl)Cl)=O)Cl (triphosgene). The solvent is C(Cl)(Cl)Cl (chloroform), ClCCCl (1,2-dichloroethane). Reaction conditions: time 20 minute. The product is C1(CCCC1)N1C(NC2=C1C=CC(=C2)[N+](=O)[O-])=O (1-cyclopentyl-5-nitro-2,3-dihydro-1H-benzimidazol-2-one). The yield is 83.7%. As a reaction SMILES: [NH2:1][C:2]1[CH:3]=[C:4]([N+:14]([O-:16])=[O:15])[CH:5]=[CH:6][C:7]=1[NH:8][CH:9]1[CH2:13][CH2:12][CH2:11][CH2:10]1.N12CCCN=C1CCCCC2.Cl[C:29](Cl)([O:31]C(=O)OC(Cl)(Cl)Cl)Cl>ClCCCl.C(Cl)(Cl)Cl>[CH:9]1([N:8]2[C:7]3[CH:6]=[CH:5][C:4]([N+:14]([O-:16])=[O:15])=[CH:3][C:2]=3[NH:1][C:29]2=[O:31])[CH2:10][CH2:11][CH2:12][CH2:13]1. Procedure details: To a solution of 3-amino-4-cyclopentylamino-1-nitrobenzene (445 mg) and 1,8-diazabicyclo[5.4.0]undec-7-ene (0.6 mL) in 1,2-dichloroethane (5 mL) was added triphosgene (358 mg) at 0° C., and the mixture was stirred at room temperature under nitrogen atmosphere for 20 minutes. The resulting mixture was diluted with chloroform and washed successively with water(twice) and brine. The organic layer was dried over magnesium sulfate and evaporated in vacuo. The residue was subjected to a silica gel col... Starting materials: CS(C)=O, NCc1ccc(SC(F)(F)F)cc1, CCC(C(=O)O)c1cccc2cnccc12, O=C(O)Cc1cccc2cnccc12. Product: CCC(C(=O)NCc1ccc(SC(F)(F)F)cc1)c1cccc2cnccc12. Reaction SMILES: [CH3:44][S:45]([CH3:46])=[O:47].[F:1][C:2]([S:3][c:4]1[cH:5][cH:6][c:7]([CH2:8][NH2:9])[cH:10][cH:11]1)([F:12])[F:13].[cH:14]1[n:15][cH:16][cH:17][c:18]2[c:19]([CH:24]([C:25](=[O:26])[OH:27])[CH2:28][CH3:29])[cH:20][cH:21][cH:22][c:23]12.[cH:30]1[c:31]2[c:32]([c:33]([CH2:34][C:35]([OH:36])=[O:37])[cH:38][cH:39][cH:40]2)[cH:41][cH:42][n:43]1>>[F:1][C:2]([S:3][c:4]1[cH:5][cH:6][c:7]([CH2:8][NH:9][C:25]([CH:24]([c:19]2[c:18]3[cH:17][cH:16][n:15][cH:14][c:23]3[cH:22][cH:21][cH:20]2)[CH2:28][CH3:29])=[O:26])[cH:10][cH:11]1)([F:12])[F:13]. Starting materials: CC(C)(C)OC(=O)NCCNC(=O)Cc1ccc(C2=NNC(=O)CC2)cc1, CCO, Cl. Product: NCCNC(=O)Cc1ccc(C2=NNC(=O)CC2)cc1. RXN SMILES: [C:1]([O:2][C:3](=[O:4])[NH:8][CH2:9][CH2:10][NH:11][C:12](=[O:13])[CH2:14][c:15]1[cH:16][cH:17][c:18]([C:21]2=[N:26][NH:25][C:24](=[O:27])[CH2:23][CH2:22]2)[cH:19][cH:20]1)([CH3:5])([CH3:6])[CH3:7].[CH3:29][CH2:30][OH:31].[ClH:28]>>[NH2:8][CH2:9][CH2:10][NH:11][C:12](=[O:13])[CH2:14][c:15]1[cH:16][cH:17][c:18]([C:21]2=[N:26][NH:25][C:24](=[O:27])[CH2:23][CH2:22]2)[cH:19][cH:20]1. Starting materials: FC=1C=C(COC2=CC=C(C=C2)C=CC(=O)Cl)C=CC1 (3-[4-(3-fluoro-benzyloxy)-phenyl]-acryloyl chloride), N (ammonia). The solvent is ClCCl (dichloromethane). The product is FC=1C=C(COC2=CC=C(C=C2)C=CC(=O)N)C=CC1 (3-[4-(3-Fluoro-benzyloxy)-phenyl]-acrylamide). The yield is 19.0%. As a reaction SMILES: [F:1][C:2]1[CH:3]=[C:4]([CH:18]=[CH:19][CH:20]=1)[CH2:5][O:6][C:7]1[CH:12]=[CH:11][C:10]([CH:13]=[CH:14][C:15](Cl)=[O:16])=[CH:9][CH:8]=1.[NH3:21]>ClCCl>[F:1][C:2]1[CH:3]=[C:4]([CH:18]=[CH:19][CH:20]=1)[CH2:5][O:6][C:7]1[CH:12]=[CH:11][C:10]([CH:13]=[CH:14][C:15]([NH2:21])=[O:16])=[CH:9][CH:8]=1. Procedure details: 500 mg (1.72 mmol) of the crude 3-[4-(3-fluoro-benzyloxy)-phenyl]-acryloyl chloride as prepared in Example 8c) is dissolved in 2 ml dichloromethane and 4 ml of concentrated ammonia is added. The mixture is hold at reflux temperature for about 4 hours, cooled and filtered. The solid is subjected to column chromatography (silica gel, dichloromethane/methanol/ammonia 140:10:1) to give 89 mg (19%) of a colorless solid. MS: m/e=272.2 (M++H). The reactants are Clc1ccc(Br)cc1, N=C(c1ccccc1)c1ccccc1, Cc1ccccc1, CC(C)(C)[O-], [Na+], O=C(C=Cc1ccccc1)C=Cc1ccccc1, O=C(C=Cc1ccccc1)C=Cc1ccccc1, O=C(C=Cc1ccccc1)C=Cc1ccccc1, [Pd], [Pd], c1ccc(P(c2ccccc2)c2ccccc2Oc2ccccc2P(c2ccccc2)c2ccccc2)cc1. Product: Clc1ccc(N=C(c2ccccc2)c2ccccc2)cc1. RXN SMILES: [Br:40][c:41]1[cH:42][cH:43][c:44]([Cl:47])[cH:45][cH:46]1.[C:48]([c:49]1[cH:50][cH:51][cH:52][cH:53][cH:54]1)([c:55]1[cH:56][cH:57][cH:58][cH:59][cH:60]1)=[NH:61].[CH3:124][c:125]1[cH:126][cH:127][cH:128][cH:129][cH:130]1.[CH3:62][C:63]([CH3:64])([O-:65])[CH3:66].[Na+:67].[O:106]=[C:107]([CH:108]=[CH:109][c:110]1[cH:111][cH:112][cH:113][cH:114][cH:115]1)[CH:116]=[CH:117][c:118]1[cH:119][cH:120][cH:121][cH:122][cH:123]1.[O:70]=[C:71]([CH:72]=[CH:73][c:74]1[cH:75][cH:76][cH:77][cH:78][cH:79]1)[CH:80]=[CH:81][c:82]1[cH:83][cH:84][cH:85][cH:86][cH:87]1.[O:88]=[C:89]([CH:90]=[CH:91][c:92]1[cH:93][cH:94][cH:95][cH:96][cH:97]1)[CH:98]=[CH:99][c:100]1[cH:101][cH:102][cH:103][cH:104][cH:105]1.[Pd:68].[Pd:69].[c:1]1([P:2]([c:3]2[cH:4][cH:5][cH:6][cH:7][cH:8]2)[c:9]2[cH:10][cH:11][cH:12][cH:13][c:14]2[O:15][c:16]2[cH:17][cH:18][cH:19][cH:20][c:21]2[P:22]([c:23]2[cH:24][cH:25][cH:26][cH:27][cH:28]2)[c:29]2[cH:30][cH:31][cH:32][cH:33][cH:34]2)[cH:35][cH:36][cH:37][cH:38][cH:39]1>>[c:41]1([N:61]=[C:48]([c:49]2[cH:50][cH:51][cH:52][cH:53][cH:54]2)[c:55]2[cH:56][cH:57][cH:58][cH:59][cH:60]2)[cH:42][cH:43][c:44]([Cl:47])[cH:45][cH:46]1. The reactants are (1S-2-[4-(3-phenylbutyl)piperazin-1-yl]-1-[3-(trifluoromethoxy)phenyl]ethyl}cyclohexanol dihydrochloride, C1(=CC=CC=C1)C(CC=O)C (3-phenylbutyraldehyde), Cl.Cl.N1(CCNCC1)C[C@H](C1=CC(=CC=C1)OC(F)(F)F)C1(CCCCC1)O (1-{(1S)-2-piperazin-1-yl-1-[3-(trifluoromethoxy)phenyl]ethyl}cyclohexanol dihydrochloride). Solvent: CO (MeOH). The product is Cl.Cl.C1(=CC=CC=C1)C(CCN1CCN(CC1)C[C@H](C1=CC(=CC=C1)OC(F)(F)F)C1(CCCCC1)O)C (1-{(1S)-2-[4-(3-phenylbutyl)piperazin-1-yl]-1-[3-(trifluoromethoxy)phenyl]ethyl}cyclohexanol dihydrochloride). Reaction SMILES: [C:1]1([CH:7]([CH3:11])[CH2:8][CH:9]=O)[CH:6]=[CH:5][CH:4]=[CH:3][CH:2]=1.[ClH:12].Cl.[N:14]1([CH2:20][C@@H:21]([C:33]2([OH:39])[CH2:38][CH2:37][CH2:36][CH2:35][CH2:34]2)[C:22]2[CH:27]=[CH:26][CH:25]=[C:24]([O:28][C:29]([F:32])([F:31])[F:30])[CH:23]=2)[CH2:19][CH2:18][NH:17][CH2:16][CH2:15]1>CO>[ClH:12].[ClH:12].[C:1]1([CH:7]([CH3:11])[CH2:8][CH2:9][N:17]2[CH2:18][CH2:19][N:14]([CH2:20][C@@H:21]([C:33]3([OH:39])[CH2:38][CH2:37][CH2:36][CH2:35][CH2:34]3)[C:22]3[CH:27]=[CH:26][CH:25]=[C:24]([O:28][C:29]([F:32])([F:31])[F:30])[CH:23]=3)[CH2:15][CH2:16]2)[CH:6]=[CH:5][CH:4]=[CH:3][CH:2]=1 |f:1.2.3,5.6.7|. Procedure details: In an analogous manner to Example 117, 1-{(1S-2-[4-(3-phenylbutyl)piperazin-1-yl]-1-[3-(trifluoromethoxy)phenyl]ethyl}cyclohexanol dihydrochloride was prepared from 3-phenylbutyraldehyde and 1-{(1S)-2-piperazin-1-yl-1-[3-(trifluoromethoxy)phenyl]ethyl}cyclohexanol (See Example 243). HRMS: calcd for C29H39F3N2O2, 504.29636; found (ESI, [H+M]+), 505.3025. [α]D25=−12° (c=0.0091 g/mL, MeOH); CD=+@268 nm.